This data is from the Open Reaction Database (ORD), a public repository of structured organic reaction records. The task is: describe an organic reaction: reactants, conditions, products, and yield Starting materials: CO, N#Cc1ccn(-c2ccc([N+](=O)[O-])cc2F)c1, [Pd]. Yields the product N#Cc1ccn(-c2ccc(N)cc2F)c1. As a reaction SMILES: [CH3:18][OH:19].[F:1][c:2]1[cH:3][c:4]([N+:15]([O-:16])=[O:17])[cH:5][cH:6][c:7]1-[n:8]1[cH:9][c:10]([C:13]#[N:14])[cH:11][cH:12]1.[Pd:20]>>[F:1][c:2]1[cH:3][c:4]([NH2:15])[cH:5][cH:6][c:7]1-[n:8]1[cH:9][c:10]([C:13]#[N:14])[cH:11][cH:12]1. Product: CCCCN(CCCC)CCCC, C=CC(=O)O. The reactants are CCCCN(CCCC)CCCC, C=CC(=O)[O-]. RXN SMILES: [CH3:1][CH2:2][CH2:3][CH2:4][N:5]([CH2:6][CH2:7][CH2:8][CH3:9])[CH2:10][CH2:11][CH2:12][CH3:13].[O-:14][C:15](=[O:16])[CH:17]=[CH2:18]>>[CH3:1][CH2:2][CH2:3][CH2:4][N:5]([CH2:6][CH2:7][CH2:8][CH3:9])[CH2:10][CH2:11][CH2:12][CH3:13].[O:14]=[C:15]([OH:16])[CH:17]=[CH2:18]. Starting materials: aqueous aqueous solution, [OH-].[Na+] (sodium hydroxide), C(C)(C)(C)C1=C(C=C(C=C1)C(=O)OC)NC(CC(CCCCC)C1=C(C=C(C=C1)C)OC)=O (N-(2-t-butyl-5-methoxycarbonylphenyl)-3-(2-methoxy-4-methylphenyl)octanamide). Reported procedure: 3.0 ml (6.0 mmol) of a 2N aqueous aqueous solution of sodium hydroxide were added to a solution of 1.11 g (2.34 mmol) of N-(2-t-butyl-5-methoxycarbonylphenyl)-3-(2-methoxy-4-methylphenyl)octanamide [prepared as described in step (ii) above] in 30 ml of methanol, and the resulting mixture was heated under reflux for 1 hour, after which the solvent was removed by distillation under reduced pressure. The resulting residue was acidified with 1N aqueous hydrochloric acid, and the aqueous mixture was ... Product: C(C)(C)(C)C1=C(C=C(C=C1)C(=O)O)NC(CC(CCCCC)C1=C(C=C(C=C1)C)OC)=O (N-(2-t-Butyl-5-carboxyphenyl)-3-(2-methoxy-4-methylphenyl)-octanamide). Solvent: CO (methanol). RXN SMILES: [OH-].[Na+].[C:3]([C:7]1[CH:12]=[CH:11][C:10]([C:13]([O:15]C)=[O:14])=[CH:9][C:8]=1[NH:17][C:18](=[O:35])[CH2:19][CH:20]([C:26]1[CH:31]=[CH:30][C:29]([CH3:32])=[CH:28][C:27]=1[O:33][CH3:34])[CH2:21][CH2:22][CH2:23][CH2:24][CH3:25])([CH3:6])([CH3:5])[CH3:4]>CO>[C:3]([C:7]1[CH:12]=[CH:11][C:10]([C:13]([OH:15])=[O:14])=[CH:9][C:8]=1[NH:17][C:18](=[O:35])[CH2:19][CH:20]([C:26]1[CH:31]=[CH:30][C:29]([CH3:32])=[CH:28][C:27]=1[O:33][CH3:34])[CH2:21][CH2:22][CH2:23][CH2:24][CH3:25])([CH3:4])([CH3:5])[CH3:6] |f:0.1|. The reactants are [Br-], Br, COc1ccc2cc3c(N)nn(C(C)C)c3nc2c1. Product: COc1ccc2cc3c(Br)nn(C(C)C)c3nc2c1. As a reaction SMILES: [Br-:20].[BrH:21].[CH:1]([CH3:2])([CH3:3])[n:4]1[n:5][c:6]([NH2:19])[c:7]2[c:8]1[n:9][c:10]1[cH:11][c:12]([O:17][CH3:18])[cH:13][cH:14][c:15]1[cH:16]2>>[CH:1]([CH3:2])([CH3:3])[n:4]1[n:5][c:6]([Br:20])[c:7]2[c:8]1[n:9][c:10]1[cH:11][c:12]([O:17][CH3:18])[cH:13][cH:14][c:15]1[cH:16]2. Starting materials: CC(C)(C1=NC(C(C)(C)C)CO1)C1=NC(C(C)(C)C)CO1, C1CCOC1, COc1ccc(C(OCC2OC(n3ccc(=O)[nH]c3=O)C(O)C2O)(c2ccccc2)c2ccc(OC)cc2)cc1, COc1ccc(C(OCC2OC(n3ccc(=O)[nH]c3=O)C(OC(=O)Nc3ccccc3)C2O)(c2ccccc2)c2ccc(OC)cc2)cc1, Cl[Cu]Cl, O=C=Nc1ccccc1. The product is COc1ccc(C(OCC2OC(n3ccc(=O)[nH]c3=O)C(O)C2OC(=O)Nc2ccccc2)(c2ccccc2)c2ccc(OC)cc2)cc1. RXN SMILES: [C:1]([C:2]1=[N:10][CH:5]([C:6]([CH3:7])([CH3:8])[CH3:9])[CH2:4][O:3]1)([C:11]1=[N:19][CH:14]([C:15]([CH3:16])([CH3:17])[CH3:18])[CH2:13][O:12]1)([CH3:20])[CH3:21].[CH2:123]1[O:124][CH2:125][CH2:126][CH2:127]1.[CH3:22][O:23][c:24]1[cH:25][cH:26][c:27]([C:30]([O:31][CH2:32][CH:33]2[CH:34]([OH:47])[CH:35]([OH:46])[CH:36]([n:38]3[c:39](=[O:40])[nH:41][c:42](=[O:43])[cH:44][cH:45]3)[O:37]2)([c:48]2[cH:49][cH:50][cH:51][cH:52][cH:53]2)[c:54]2[cH:55][cH:56][c:57]([O:60][CH3:61])[cH:58][cH:59]2)[cH:28][cH:29]1.[CH3:71][O:72][c:73]1[cH:74][cH:75][c:76]([C:77]([c:78]2[cH:79][cH:80][c:81]([O:82][CH3:83])[cH:84][cH:85]2)([c:86]2[cH:87][cH:88][cH:89][cH:90][cH:91]2)[O:92][CH2:93][CH:94]2[O:95][CH:96]([n:97]3[cH:98][cH:99][c:100](=[O:101])[nH:102][c:103]3=[O:104])[CH:105]([O:106][C:107](=[O:108])[NH:109][c:110]3[cH:111][cH:112][cH:113][cH:114][cH:115]3)[CH:116]2[OH:117])[cH:118][cH:119]1.[Cu:120]([Cl:121])[Cl:122].[O:62]=[C:63]=[N:64][c:65]1[cH:66][cH:67][cH:68][cH:69][cH:70]1>>[CH3:22][O:23][c:24]1[cH:25][cH:26][c:27]([C:30]([O:31][CH2:32][CH:33]2[CH:34]([O:47][C:63](=[O:62])[NH:64][c:65]3[cH:66][cH:67][cH:68][cH:69][cH:70]3)[CH:35]([OH:46])[CH:36]([n:38]3[c:39](=[O:40])[nH:41][c:42](=[O:43])[cH:44][cH:45]3)[O:37]2)([c:48]2[cH:49][cH:50][cH:51][cH:52][cH:53]2)[c:54]2[cH:55][cH:56][c:57]([O:60][CH3:61])[cH:58][cH:59]2)[cH:28][cH:29]1. Reactants: C1CCOC1, CCOC(=O)c1ccc(C#Cc2ccc3c(c2)C(c2ccc(C)nc2)=CCC3(C)C)cc1, O. Yields the product Cc1ccc(C2=CCC(C)(C)c3ccc(C#Cc4ccc(C(=O)O)cc4)cc32)cn1. As a reaction SMILES: [CH2:33]1[O:34][CH2:35][CH2:36][CH2:37]1.[CH3:1][C:2]1([CH3:32])[c:3]2[cH:4][cH:5][c:6]([C:19]#[C:20][c:21]3[cH:22][cH:23][c:24]([C:25](=[O:26])[O:27][CH2:28][CH3:29])[cH:30][cH:31]3)[cH:7][c:8]2[C:9]([c:12]2[cH:13][cH:14][c:15]([CH3:18])[n:16][cH:17]2)=[CH:10][CH2:11]1.[OH2:38]>>[CH3:1][C:2]1([CH3:32])[c:3]2[cH:4][cH:5][c:6]([C:19]#[C:20][c:21]3[cH:22][cH:23][c:24]([C:25](=[O:26])[OH:27])[cH:30][cH:31]3)[cH:7][c:8]2[C:9]([c:12]2[cH:13][cH:14][c:15]([CH3:18])[n:16][cH:17]2)=[CH:10][CH2:11]1. Reactants: ClC1=C(C=CC=C1)C1=CNC=C1Cl (3-(2-chlorophenyl)-4-chloropyrol), C(C)(=O)N1C=NC=C1 (N-acetylimidazole). Solvent: CCOCC (ether). The product is C(C)(=O)N1C=C(C(=C1)Cl)C1=C(C=CC=C1)Cl (1-acetyl-3-(2-chlorophenyl)-4-chloropyrol). Isolated yield 48.0%. Reaction SMILES: [Cl:1][C:2]1[CH:7]=[CH:6][CH:5]=[CH:4][C:3]=1[C:8]1[C:12]([Cl:13])=[CH:11][NH:10][CH:9]=1.[C:14](N1C=CN=C1)(=[O:16])[CH3:15]>CCOCC>[C:14]([N:10]1[CH:11]=[C:12]([Cl:13])[C:8]([C:3]2[CH:4]=[CH:5][CH:6]=[CH:7][C:2]=2[Cl:1])=[CH:9]1)(=[O:16])[CH3:15]. Reported procedure: The mixture of 4.35 g of 3-(2-chlorophenyl)-4-chloropyrol and 5.3 g of N-acetylimidazole was heated for 4 hours at 100° to 110° C. After cooling, the reaction mixture was dissolved in 200 ml of ether and the resulting ether solution was washed with successive, diluted hydrochloric acid and water. The ether solution was dried with anhydrous sodium sulfate and evaporated to dryness under reduced pressure. The residual crude product was purified by silicagel chromatography using mixed solvent of n-... Reactants: CC(C)(C)OC(=O)CNC(=O)C1CC(SC(c2ccccc2)(c2ccccc2)c2ccccc2)CN1S(=O)(=O)c1ccc2ccccc2c1, C=CCBr, C1CCOC1. Yields the product C=CCC(NC(=O)C1CC(SC(c2ccccc2)(c2ccccc2)c2ccccc2)CN1S(=O)(=O)c1ccc2ccccc2c1)C(=O)OC(C)(C)C. Reaction SMILES: [C:1]([CH3:2])([CH3:3])([CH3:4])[O:5][C:6]([CH2:7][NH:8][C:9](=[O:10])[CH:11]1[N:12]([S:36](=[O:37])(=[O:38])[c:39]2[cH:40][c:41]3[cH:42][cH:43][cH:44][cH:45][c:46]3[cH:47][cH:48]2)[CH2:13][CH:14]([S:16][C:17]([c:18]2[cH:19][cH:20][cH:21][cH:22][cH:23]2)([c:24]2[cH:25][cH:26][cH:27][cH:28][cH:29]2)[c:30]2[cH:31][cH:32][cH:33][cH:34][cH:35]2)[CH2:15]1)=[O:49].[CH2:50]([CH:51]=[CH2:52])[Br:53].[CH2:54]1[O:55][CH2:56][CH2:57][CH2:58]1>>[C:1]([CH3:2])([CH3:3])([CH3:4])[O:5][C:6]([CH:7]([NH:8][C:9](=[O:10])[CH:11]1[N:12]([S:36](=[O:37])(=[O:38])[c:39]2[cH:40][c:41]3[cH:42][cH:43][cH:44][cH:45][c:46]3[cH:47][cH:48]2)[CH2:13][CH:14]([S:16][C:17]([c:18]2[cH:19][cH:20][cH:21][cH:22][cH:23]2)([c:24]2[cH:25][cH:26][cH:27][cH:28][cH:29]2)[c:30]2[cH:31][cH:32][cH:33][cH:34][cH:35]2)[CH2:15]1)[CH2:52][CH:51]=[CH2:50])=[O:49].